From a dataset of the Open Reaction Database (ORD), a public repository of structured organic reaction records. describe an organic reaction: reactants, conditions, products, and yield Starting materials: O1C(=CC=C1)C1=CC=2C(=NC=C(C2)S(=O)(=O)C)N1 (2-(2-furanyl)-5-methanesulfonyl-1H-pyrrolo [2,3-b]pyridine), [H-].[Na+] (sodium hydride), [Cl-].[NH4+] (ammonium chloride), BrCC1CCCCC1 (bromomethylcyclohexane). Run in CN(C=O)C (N,N-dimethylformamide). Run at time 30 minute. The product is O1C(=CC=C1)C1=CC=2C(=NC=C(C2)S(=O)(=O)C)N1CC1CCCCC1 (2-(2-Furanyl)-1-cyclohexylmethyl-5-methanesulfonyl-1H-pyrrolo [2,3-b]pyridine). The yield is 59.9%. Reaction SMILES: [O:1]1[CH:5]=[CH:4][CH:3]=[C:2]1[C:6]1[NH:18][C:9]2=[N:10][CH:11]=[C:12]([S:14]([CH3:17])(=[O:16])=[O:15])[CH:13]=[C:8]2[CH:7]=1.[H-].[Na+].Br[CH2:22][CH:23]1[CH2:28][CH2:27][CH2:26][CH2:25][CH2:24]1.[Cl-].[NH4+]>CN(C)C=O>[O:1]1[CH:5]=[CH:4][CH:3]=[C:2]1[C:6]1[N:18]([CH2:22][CH:23]2[CH2:28][CH2:27][CH2:26][CH2:25][CH2:24]2)[C:9]2=[N:10][CH:11]=[C:12]([S:14]([CH3:17])(=[O:16])=[O:15])[CH:13]=[C:8]2[CH:7]=1 |f:1.2,4.5|. Procedure: To a solution of 2-(2-furanyl)-5-methanesulfonyl-1H-pyrrolo [2,3-b]pyridine (5.5 mg) in N,N-dimethylformamide (0.5 ml), 60% sodium hydride (1.3 mg) was added at 0° C. under nitrogen atmosphere and the mixture was-stirred for 30 minutes, followed by addition of bromomethylcyclohexane (7.4 mg), and the reaction mixture was stirred at 15 to 30° C. for 5 hours and at 60° C. for 1 hour. The reaction solution was then poured into a saturated aqueous ammonium chloride solution, and extracted with ethyl... Starting materials: O1C(C(=O)O)C1C(=O)O.C(CCC)[K] (mono-n-butyl potassium epoxysuccinate), C(C(=O)Cl)(=O)Cl (oxalyl chloride), NC1=CC=CC=C1 (aniline). Product: C1(=CC=CC=C1)NC(C1C(C(=O)OCCCC)O1)=O (butyl N-phenyl-2,3-epoxysuccinamate). Yield: 49.9%. As a reaction SMILES: [O:1]1[CH:6]([C:7]([OH:9])=[O:8])[CH:2]1[C:3]([OH:5])=O.[CH2:10]([K])[CH2:11][CH2:12][CH3:13].C(Cl)(=O)C(Cl)=O.[NH2:21][C:22]1[CH:27]=[CH:26][CH:25]=[CH:24][CH:23]=1>>[C:22]1([NH:21][C:3](=[O:5])[CH:2]2[O:1][CH:6]2[C:7]([O:9][CH2:10][CH2:11][CH2:12][CH3:13])=[O:8])[CH:27]=[CH:26][CH:25]=[CH:24][CH:23]=1 |f:0.1|. Reported procedure: Following the procedure of Example 34, mono-n-butyl potassium epoxysuccinate (1.06 g) was successively treated with oxalyl chloride (0.63 g) and aniline (1.03 g) to give 0.61 g of butyl N-phenyl-2,3-epoxysuccinamate (Compound No. 52) as colorless oil. Reactants: CCN(CC)C(=O)c1ccc(F)c([N+](=O)[O-])c1, CC(N)CN(C)C, CCN(C(C)C)C(C)C, CN(C)C=O. Product: CCN(CC)C(=O)c1ccc(NC(C)CN(C)C)c([N+](=O)[O-])c1. Reaction SMILES: [CH2:1]([CH3:2])[N:3]([C:4]([c:5]1[cH:6][c:7]([N+:12](=[O:13])[O-:14])[c:8]([F:11])[cH:9][cH:10]1)=[O:15])[CH2:16][CH3:17].[CH3:18][N:19]([CH2:20][CH:21]([CH3:22])[NH2:23])[CH3:24].[CH:25]([N:26]([CH2:27][CH3:28])[CH:29]([CH3:30])[CH3:31])([CH3:32])[CH3:33].[O:34]=[CH:35][N:36]([CH3:37])[CH3:38]>>[CH2:1]([CH3:2])[N:3]([C:4]([c:5]1[cH:6][c:7]([N+:12](=[O:13])[O-:14])[c:8]([NH:23][CH:21]([CH2:20][N:19]([CH3:18])[CH3:24])[CH3:22])[cH:9][cH:10]1)=[O:15])[CH2:16][CH3:17]. Reactants: C(C)N1C(NC2=CC(=CC=C2C1=O)C(=O)OC)=O (3-ethyl-7-(methoxycarbonyl)-2,4(1H,3H)-quinazolinedione), ClC1=C(CCl)C=CC(=C1)Cl (2,4-dichlorobenzyl chloride), [I-].[K+] (potassium iodide), C([O-])([O-])=O.[K+].[K+] (potassium carbonate). The solvent is CC(=O)C (acetone), O (water). Yields the product ClC1=C(CN2C(N(C(C3=CC=C(C=C23)C(=O)OC)=O)CC)=O)C=CC(=C1)Cl (1-(2,4-Dichlorobenzyl)-3-ethyl-7-(methoxycarbonyl)-2,4(1H,3H)-quinazolinedione). Isolated yield 73.0%. RXN SMILES: [CH2:1]([N:3]1[C:12](=[O:13])[C:11]2[C:6](=[CH:7][C:8]([C:14]([O:16][CH3:17])=[O:15])=[CH:9][CH:10]=2)[NH:5][C:4]1=[O:18])[CH3:2].[Cl:19][C:20]1[CH:27]=[C:26]([Cl:28])[CH:25]=[CH:24][C:21]=1[CH2:22]Cl.[I-].[K+].C(=O)([O-])[O-].[K+].[K+]>CC(C)=O.O>[Cl:19][C:20]1[CH:27]=[C:26]([Cl:28])[CH:25]=[CH:24][C:21]=1[CH2:22][N:5]1[C:6]2[C:11](=[CH:10][CH:9]=[C:8]([C:14]([O:16][CH3:17])=[O:15])[CH:7]=2)[C:12](=[O:13])[N:3]([CH2:1][CH3:2])[C:4]1=[O:18] |f:2.3,4.5.6|. Procedure details: A mixture of 3-ethyl-7-(methoxycarbonyl)-2,4(1H,3H)-quinazolinedione (2.17 g), 2,4-dichlorobenzyl chloride (2.05 g), potassium iodide (1.45 g) and potassium carbonate (5.0 g) in acetone (80 ml) was heated under reflux for 1.5 hr. After cooling, water (50 ml) was added to the reaction mixture and the precipitate was collected by filtration. The precipitate was washed with water (30 ml) and methyl t-butyl ether (30 ml) and dried to give the object compound (2.60 g). The reactants are CC(C)c1noc(C(=O)NC(C)(C)C)c1C(=O)O, CCCP(=O)(O)O, CC1CNCCO1, CCOC(C)=O, CN(C)c1ccccn1, ClCCl. The product is CC(C)c1noc2c1C(=O)N(C(C)(C)C)C2=O. As a reaction SMILES: [C:24]([CH3:25])([CH3:26])([CH3:27])[NH:28][C:29](=[O:30])[c:31]1[c:32]([C:39](=[O:40])[OH:41])[c:33]([CH:36]([CH3:37])[CH3:38])[n:34][o:35]1.[CH2:17]([P:18]([OH:19])([OH:20])=[O:21])[CH2:22][CH3:23].[CH3:1][CH:2]1[CH2:3][NH:4][CH2:5][CH2:6][O:7]1.[CH3:45][CH2:46][O:47][C:48](=[O:49])[CH3:50].[CH3:8][N:9]([c:10]1[cH:11][cH:12][cH:13][cH:14][n:15]1)[CH3:16].[Cl:42][CH2:43][Cl:44]>>[C:24]([CH3:25])([CH3:26])([CH3:27])[N:28]1[C:29](=[O:30])[c:31]2[c:32]([c:33]([CH:36]([CH3:37])[CH3:38])[n:34][o:35]2)[C:39]1=[O:41]. The reactants are FC(C=1C=C(C=CC1)N1N=CC=C1N)(F)F (1-(3-(trifluoromethyl)phenyl)-1H-pyrazol-5-amine), ClC1=NC=2N(C=C1)N=CC2C(=O)Cl (5-chloropyrazolo[1,5-a]pyrimidine-3-carbonyl chloride), C(C)(C)N(CC)C(C)C (diisopropylethylamine). The solvent is ClCCl (dichloromethane). Reaction conditions: temperature 50 celsius. Product: ClC1=NC=2N(C=C1)N=CC2C(=O)NC2=CC=NN2C2=CC(=CC=C2)C(F)(F)F (5-chloro-N-(1-(3-(trifluoromethyl)phenyl)-1H-pyrazol-5-yl)pyrazolo[1,5-a]pyrimidine-3-carboxamide). The yield is 58.7%. As a reaction SMILES: [F:1][C:2]([F:16])([F:15])[C:3]1[CH:4]=[C:5]([N:9]2[C:13]([NH2:14])=[CH:12][CH:11]=[N:10]2)[CH:6]=[CH:7][CH:8]=1.[Cl:17][C:18]1[CH:23]=[CH:22][N:21]2[N:24]=[CH:25][C:26]([C:27](Cl)=[O:28])=[C:20]2[N:19]=1.C(N(C(C)C)CC)(C)C>ClCCl>[Cl:17][C:18]1[CH:23]=[CH:22][N:21]2[N:24]=[CH:25][C:26]([C:27]([NH:14][C:13]3[N:9]([C:5]4[CH:6]=[CH:7][CH:8]=[C:3]([C:2]([F:1])([F:15])[F:16])[CH:4]=4)[N:10]=[CH:11][CH:12]=3)=[O:28])=[C:20]2[N:19]=1. Procedure details: To a stirred solution of 1-(3-(trifluoromethyl)phenyl)-1H-pyrazol-5-amine (200 mg, 0.88 mmol) in dichloromethane (30 mL) was added 5-chloropyrazolo[1,5-a]pyrimidine-3-carbonyl chloride (215 mg, 1.0 mmol) and diisopropylethylamine (130 mg, 1.0 mmol). The mixture was heated to 50° C. overnight. After cooling to room temperature, the mixture was concentrated to afford crude 5-chloro-N-(1-(3-(trifluoromethyl)phenyl)-1H-pyrazol-5-yl)pyrazolo[1,5-a]pyrimidine-3-carboxamide (210 mg, yield 58%), which w... Starting materials: BrC1=C(C=CC=C1)O (1-bromo-2-hydroxy-benzene), C(C1=CC=CC=C1)Cl (benzyl chloride), C(=O)([O-])[O-].[K+].[K+] (K2CO3). The solvent is CC(=O)C (acetone). Yields the product BrC1=C(C=CC=C1)OCC1=CC=CC=C1 (1-Bromo-2-benzyloxybenzene). The yield is 94.5%. RXN SMILES: [Br:1][C:2]1[CH:7]=[CH:6][CH:5]=[CH:4][C:3]=1[OH:8].[CH2:9](Cl)[C:10]1[CH:15]=[CH:14][CH:13]=[CH:12][CH:11]=1.C([O-])([O-])=O.[K+].[K+]>CC(C)=O>[Br:1][C:2]1[CH:7]=[CH:6][CH:5]=[CH:4][C:3]=1[O:8][CH2:9][C:10]1[CH:15]=[CH:14][CH:13]=[CH:12][CH:11]=1 |f:2.3.4|. Procedure details: A mixture of 35 g of 1-bromo-2-hydroxy-benzene, 30.5 g of benzyl chloride and 50 g of K2CO3 in 500 ml of acetone is refluxed for 12 hours. The reaction mixture is concentrated under vacuum, the residue is taken up in a water/EtOAc mixture, the organic phase is washed with 1N NaOH solution and with water and dried over Na2SO4, and the solvent is evaporated off under vacuum. The resulting oil is distilled under reduced pressure to give 50.3 g of the expected product, b.p.=155° C. at 40 Pa. The reactants are N(=C=S)C1=CC=C(C=C1)S (4-(Isothiocyanato)thiophenol), C(CCC)SC=1C=C2C=CC(=CC2=CC1)C(=O)O (6-Butylsulphanylnaphth-2-oic acid), C1(CCCCC1)N=C=NC1CCCCC1 (N,N'-dicyclohexylcarbodiimide). The reagents and catalysts are CN(C1=CC=NC=C1)C (4-(dimethylamino)pyridine). Yields the product C(CCC)SC=1C=C2C=CC(=CC2=CC1)C(=O)SC1=CC=C(C=C1)N=C=S (S-4-Isothiocyanatophenyl 6-butylsulphanylthionaphth-2-oate). Reaction SMILES: [N:1]([C:4]1[CH:9]=[CH:8][C:7]([SH:10])=[CH:6][CH:5]=1)=[C:2]=[S:3].[CH2:11]([S:15][C:16]1[CH:17]=[C:18]2[C:23](=[CH:24][CH:25]=1)[CH:22]=[C:21]([C:26](O)=[O:27])[CH:20]=[CH:19]2)[CH2:12][CH2:13][CH3:14].C1(N=C=NC2CCCCC2)CCCCC1>CN(C)C1C=CN=CC=1>[CH2:11]([S:15][C:16]1[CH:17]=[C:18]2[C:23](=[CH:24][CH:25]=1)[CH:22]=[C:21]([C:26]([S:10][C:7]1[CH:8]=[CH:9][C:4]([N:1]=[C:2]=[S:3])=[CH:5][CH:6]=1)=[O:27])[CH:20]=[CH:19]2)[CH2:12][CH2:13][CH3:14]. Procedure details: Quantities: compound 3 (0.64 g, 2.0 mmol), compound 13 (0.33 g, 1.9 mmol), 4-(dimethylamino)pyridine (0.10 g, 0.80 mmol), N,N'-dicyclohexylcarbodiimide (0.50 g, 2.4 mmol). Starting materials: C(C1=CC=CC=C1)C=1C(=NC=C(N1)C1=CC=C(C=C1)O)NC(CC1=CC=C(C=C1)O)=O (3-benzyl-5-(4-hydroxyphenyl)-2-[(4-hydroxyphenyl)acetylamino]pyrazine), C(C)(=O)OC(C)=O (acetic anhydride), C([O-])(O)=O.[Na+] (sodium bicarbonate), C(C)(=O)OCC (ethyl acetate). Solvent: N1=CC=CC=C1 (pyridine). Conditions: temperature 0 celsius, time 22 hour. Yields the product C(C)(=O)OC1=CC=C(C=C1)C=1N=C(C(=NC1)NC(CC1=CC=C(C=C1)OC(C)=O)=O)CC1=CC=CC=C1 (5-(4-Acetoxyphenyl)-2-(4-acetoxyphenyl)acetylamino-3-benzylpyrazine). Isolated yield 60.7%. RXN SMILES: [CH2:1]([C:8]1[C:9]([NH:21][C:22](=[O:31])[CH2:23][C:24]2[CH:29]=[CH:28][C:27]([OH:30])=[CH:26][CH:25]=2)=[N:10][CH:11]=[C:12]([C:14]2[CH:19]=[CH:18][C:17]([OH:20])=[CH:16][CH:15]=2)[N:13]=1)[C:2]1[CH:7]=[CH:6][CH:5]=[CH:4][CH:3]=1.[C:32](OC(=O)C)(=[O:34])[CH3:33].C(=O)(O)[O-].[Na+].[C:44](OCC)(=[O:46])[CH3:45]>N1C=CC=CC=1>[C:32]([O:20][C:17]1[CH:18]=[CH:19][C:14]([C:12]2[N:13]=[C:8]([CH2:1][C:2]3[CH:7]=[CH:6][CH:5]=[CH:4][CH:3]=3)[C:9]([NH:21][C:22](=[O:31])[CH2:23][C:24]3[CH:25]=[CH:26][C:27]([O:30][C:44](=[O:46])[CH3:45])=[CH:28][CH:29]=3)=[N:10][CH:11]=2)=[CH:15][CH:16]=1)(=[O:34])[CH3:33] |f:2.3|. Procedure: Under an argon atmosphere, 3-benzyl-5-(4-hydroxyphenyl)-2-[(4-hydroxyphenyl)acetylamino]pyrazine (coelenteramide) (c-4) (prepared by the method described in Inouye, S. & Hosoya, T., Biochem. Biophys. Res. Commun., 386, 617-622 (2009)) (410 mg, 997 μmol) was dissolved in pyridine (11 mL) and cooled to 0° C. To this was added acetic anhydride (475 μL, 5.02 mmol) and stirred for 22 h after warming to room temperature. To this were added saturated aqueous solution of sodium bicarbonate and ethyl ace... Starting materials: Cl, NOCCOc1ccc(CC2SC(=O)NC2=O)cc1, CC(=O)c1cc(C)c(O)c(C)c1. The product is CC(=NOCCOc1ccc(CC2SC(=O)NC2=O)cc1)c1cc(C)c(O)c(C)c1. As a reaction SMILES: [ClH:13].[NH2:14][O:15][CH2:16][CH2:17][O:18][c:19]1[cH:20][cH:21][c:22]([CH2:23][CH:24]2[C:25](=[O:30])[NH:26][C:27](=[O:29])[S:28]2)[cH:31][cH:32]1.[OH:1][c:2]1[c:3]([CH3:12])[cH:4][c:5]([C:9]([CH3:10])=[O:11])[cH:6][c:7]1[CH3:8]>>[OH:1][c:2]1[c:3]([CH3:12])[cH:4][c:5]([C:9]([CH3:10])=[N:14][O:15][CH2:16][CH2:17][O:18][c:19]2[cH:20][cH:21][c:22]([CH2:23][CH:24]3[C:25](=[O:30])[NH:26][C:27](=[O:29])[S:28]3)[cH:31][cH:32]2)[cH:6][c:7]1[CH3:8].